From a dataset of the Open Reaction Database (ORD), a public repository of structured organic reaction records. describe an organic reaction: reactants, conditions, products, and yield The reactants are ClC(C1=CC=C(C=C1)C)P(OCC)(OCC)=O (diethyl 1-chloro-1-(4-tolyl)-methylphosphonate), C(C)C=1C(=CC=2C(CCC(C2C1)(C)C)(C)C)C=O (3-ethyl-2-formyl-5,6,7,8-tetrahydro-5,5,8,8-tetramethylnaphthalene), potassium tert.-butylate. The product is C(C)C=1C(=CC=2C(CCC(C2C1)(C)C)(C)C)C#CC1=CC=C(C=C1)C ((3-Ethyl-5,6,7,8-tetrahydro-5,5,8,8-tetramethylnaphth-2-yl)-(4-tolyl)-acetylene). Yield: 25.1%. RXN SMILES: Cl[CH:2](P(=O)(OCC)OCC)[C:3]1[CH:8]=[CH:7][C:6]([CH3:9])=[CH:5][CH:4]=1.[CH2:18]([C:20]1[C:21]([CH:34]=O)=[CH:22][C:23]2[C:24]([CH3:33])([CH3:32])[CH2:25][CH2:26][C:27]([CH3:31])([CH3:30])[C:28]=2[CH:29]=1)[CH3:19]>>[CH2:18]([C:20]1[C:21]([C:34]#[C:2][C:3]2[CH:4]=[CH:5][C:6]([CH3:9])=[CH:7][CH:8]=2)=[CH:22][C:23]2[C:24]([CH3:33])([CH3:32])[CH2:25][CH2:26][C:27]([CH3:31])([CH3:30])[C:28]=2[CH:29]=1)[CH3:19]. Procedure details: Using a process similar to that described in Example 13, 27.7 g (0.1 mole) of diethyl 1-chloro-1-(4-tolyl)-methylphosphonate, 24.4 g (0.1 mole) of 3-ethyl-2-formyl-5,6,7,8-tetrahydro-5,5,8,8-tetramethylnaphthalene and 22.5 g (0.2 mole) of potassium tert.-butylate were reacted for 1 hour to give 8.3 g (25%) of the title compound of melting point 72°-73° C., the reaction mixture being poured onto water and acidified, and the precipitate which had separated out being recrystallized from methanol an... The reactants are C(C)OC(C(C)(C1=CC=CC=C1)SC=1SC2=C(N1)C=CC(=C2)OCC)=O (2-(6-ethoxybenzothiazol-2-ylthio)-2-phenylpropionic acid ethyl ester), [OH-].[K+] (KOH). The solvent is C(C)O (ethanol). Product: C(C)OC1=CC2=C(N=C(S2)SC(C(=O)O)(C)C2=CC=CC=C2)C=C1 (2-(6-ethoxybenzothiazol-2-ylthio)-2-phenylpropionic acid). As a reaction SMILES: C([O:3][C:4](=[O:26])[C:5]([S:13][C:14]1[S:15][C:16]2[CH:22]=[C:21]([O:23][CH2:24][CH3:25])[CH:20]=[CH:19][C:17]=2[N:18]=1)([C:7]1[CH:12]=[CH:11][CH:10]=[CH:9][CH:8]=1)[CH3:6])C.[OH-].[K+]>C(O)C>[CH2:24]([O:23][C:21]1[CH:20]=[CH:19][C:17]2[N:18]=[C:14]([S:13][C:5]([C:7]3[CH:12]=[CH:11][CH:10]=[CH:9][CH:8]=3)([CH3:6])[C:4]([OH:26])=[O:3])[S:15][C:16]=2[CH:22]=1)[CH3:25] |f:1.2|. Procedure: 6 g of 2-(6-ethoxybenzothiazol-2-ylthio)-2-phenylpropionic acid ethyl ester and 6 g of KOH in 100 ml of ethanol are stirred at 20°; the mixture is evaporated; the residue is dissolved in water; and the solution is washed with ether, acidified with hydrochloric acid and extracted with CH2Cl2. The phases are separated and the organic phase is dried and evaporated to give 2-(6-ethoxybenzothiazol-2-ylthio)-2-phenylpropionic acid. M.p. 152°-153° (from CCl4). The reactants are CON=C(C(=O)O)c1nsc(NC(=O)c2ccccc2)n1, CCCCN. The product is CON=C(C(=O)O)c1nsc(N)n1. As a reaction SMILES: [C:1](=[O:2])([c:3]1[cH:4][cH:5][cH:6][cH:7][cH:8]1)[NH:9][c:10]1[n:11][c:12]([C:15]([C:16](=[O:17])[OH:18])=[N:19][O:20][CH3:21])[n:13][s:14]1.[CH2:22]([NH2:23])[CH2:24][CH2:25][CH3:26]>>[NH2:9][c:10]1[n:11][c:12]([C:15]([C:16](=[O:17])[OH:18])=[N:19][O:20][CH3:21])[n:13][s:14]1.